Task: describe an organic reaction: reactants, conditions, products, and yield. Dataset: the Open Reaction Database (ORD), a public repository of structured organic reaction records The reactants are C(CCCCCCCCCCCCCCC)N1N(C(C=C1C)C)C (1-hexadecyl-2,3,5-trimethyl-pyrazole), P(O)(O)(O)=O (phosphoric acid). Product: P(=O)([O-])([O-])[O-].C(CCCCCCCCCCCCCCC)[N+]=1N(C(=CC1C)C)C.C(CCCCCCCCCCCCCCC)[N+]=1N(C(=CC1C)C)C.C(CCCCCCCCCCCCCCC)[N+]=1N(C(=CC1C)C)C (1-hexadecyl-2,3,5-trimethyl-pyrazolium phosphate). RXN SMILES: [CH2:1]([N:17]1[C:21]([CH3:22])=[CH:20][CH:19]([CH3:23])[N:18]1[CH3:24])[CH2:2][CH2:3][CH2:4][CH2:5][CH2:6][CH2:7][CH2:8][CH2:9][CH2:10][CH2:11][CH2:12][CH2:13][CH2:14][CH2:15][CH3:16].[P:25](=[O:29])([OH:28])([OH:27])[OH:26]>>[P:25]([O-:29])([O-:28])([O-:27])=[O:26].[CH2:1]([N+:17]1[N:18]([CH3:24])[C:19]([CH3:23])=[CH:20][C:21]=1[CH3:22])[CH2:2][CH2:3][CH2:4][CH2:5][CH2:6][CH2:7][CH2:8][CH2:9][CH2:10][CH2:11][CH2:12][CH2:13][CH2:14][CH2:15][CH3:16].[CH2:1]([N+:17]1[N:18]([CH3:24])[C:19]([CH3:23])=[CH:20][C:21]=1[CH3:22])[CH2:2][CH2:3][CH2:4][CH2:5][CH2:6][CH2:7][CH2:8][CH2:9][CH2:10][CH2:11][CH2:12][CH2:13][CH2:14][CH2:15][CH3:16].[CH2:1]([N+:17]1[N:18]([CH3:24])[C:19]([CH3:23])=[CH:20][C:21]=1[CH3:22])[CH2:2][CH2:3][CH2:4][CH2:5][CH2:6][CH2:7][CH2:8][CH2:9][CH2:10][CH2:11][CH2:12][CH2:13][CH2:14][CH2:15][CH3:16] |f:2.3.4.5|. Reported procedure: When 1-hexadecyl-2,3,5-trimethyl-pyrazole methosulfate is treated with a strongly basic ion exchanger (e.g., Amberlite IRA-401), the corresponding quaternary base is released. By adding phosphoric acid, 1-hexadecyl-2,3,5-trimethyl-pyrazolium phosphate is obtained; m.p. 96°-100° C.